From a dataset of the Open Reaction Database (ORD), a public repository of structured organic reaction records. describe an organic reaction: reactants, conditions, products, and yield Reaction conditions: temperature 110 celsius, time 18 hour. The solvent is O1CCOCC1 (1,4-dioxane), O (water). RXN SMILES: Br[C:2]1[CH:10]=[C:9]2[C:5]([CH:6]=[N:7][N:8]2[CH3:11])=[C:4]([C:12]2[O:13][C:14]([CH2:17][N:18]3[CH2:23][CH2:22][N:21]([CH:24]([CH3:26])[CH3:25])[CH2:20][CH2:19]3)=[N:15][N:16]=2)[CH:3]=1.[CH3:27][O:28][C:29]1[C:34]([NH:35][S:36]([CH3:39])(=[O:38])=[O:37])=[CH:33][C:32](B2OC(C)(C)C(C)(C)O2)=[CH:31][N:30]=1.C(=O)([O-])[O-].[Na+].[Na+]>O1CCOCC1.O>[CH3:11][N:8]1[C:9]2[C:5](=[C:4]([C:12]3[O:13][C:14]([CH2:17][N:18]4[CH2:23][CH2:22][N:21]([CH:24]([CH3:26])[CH3:25])[CH2:20][CH2:19]4)=[N:15][N:16]=3)[CH:3]=[C:2]([C:32]3[CH:33]=[C:34]([NH:35][S:36]([CH3:39])(=[O:37])=[O:38])[C:29]([O:28][CH3:27])=[N:30][CH:31]=3)[CH:10]=2)[CH:6]=[N:7]1 |f:2.3.4|. Yield: 38.9%. The reactants are BrC1=CC(=C2C=NN(C2=C1)C)C=1OC(=NN1)CN1CCN(CC1)C(C)C (6-Bromo-1-methyl-4-(5-{[4-(1-methylethyl)-1-piperazinyl]methyl}-1,3,4-oxadiazol-2-yl)-1H-indazole), COC1=NC=C(C=C1NS(=O)(=O)C)B1OC(C(O1)(C)C)(C)C (N-[2-(methyloxy)-5-(4,4,5,5-tetramethyl-1,3,2-dioxaborolan-2-yl)-3-pyridinyl]methanesulfonamide), C([O-])([O-])=O.[Na+].[Na+] (sodium carbonate), 1,1-bis(diphenylphosphino)ferrocene palladium dichloride. The product is CN1N=CC2=C(C=C(C=C12)C=1C=C(C(=NC1)OC)NS(=O)(=O)C)C=1OC(=NN1)CN1CCN(CC1)C(C)C (N-[5-[1-Methyl-4-(5-{[4-(1-methylethyl)-1-piperazinyl]methyl}-1,3,4-oxadiazol-2-yl)-1H-indazol-6-yl]-2-(methyloxy)-3-pyridinyl]methanesulfonamide). Reported procedure: 6-Bromo-1-methyl-4-(5-{[4-(1-methylethyl)-1-piperazinyl]methyl}-1,3,4-oxadiazol-2-yl)-1H-indazole (40 mg, 0.095 mmol), N-[2-(methyloxy)-5-(4,4,5,5-tetramethyl-1,3,2-dioxaborolan-2-yl)-3-pyridinyl]methanesulfonamide (31.3 mg, 0.095 mmol), sodium carbonate (30.3 mg, 0.286 mmol) and 1,1-bis(diphenylphosphino)ferrocene palladium dichloride (6.98 mg, 9.54 μmol) were added to a microwave vial and dissolved in 1,4-dioxane (0.5 ml) and water (0.5 ml). The reaction mixture was heated under microwave irra... The reactants are solution, C(C)(C)[N-]C(C)C.[Li+] (lithium diisopropylamide), CC(=O)C (acetone), Cl (hydrochloric acid), BrC1=C(C=C(C=C1)F)F (1-bromo-2,4-difluorobenzene). Solvent: O1CCCC1 (tetrahydrofuran), O1CCCC1 (tetrahydrofuran). Reaction conditions: temperature -78 celsius, time 30 minute. Product: BrC=1C(=C(C(=CC1)F)C(C)(C)O)F (2-(3-Bromo-2,6-difluorophenyl)propan-2-ol). As a reaction SMILES: C([N-]C(C)C)(C)C.[Li+].[Br:9][C:10]1[CH:15]=[CH:14][C:13]([F:16])=[CH:12][C:11]=1[F:17].[CH3:18][C:19]([CH3:21])=[O:20].Cl>O1CCCC1>[Br:9][C:10]1[C:11]([F:17])=[C:12]([C:19]([OH:20])([CH3:21])[CH3:18])[C:13]([F:16])=[CH:14][CH:15]=1 |f:0.1|. Reported procedure: 6.3 ml of a 2M solution of lithium diisopropylamide in tetrahydrofuran (standardized beforehand at 0.86M) are introduced under a stream of argon into 5 ml of tetrahydrofuran in a round-bottomed flask. The mixture is cooled to −78° C. and 0.59 ml of 1-bromo-2,4-difluorobenzene is added dropwise thereto. The mixture is stirred at −78° C. for 30 min and acetone is added via four fractions of 0.5 ml. The reaction medium is run into 20 ml of 1N hydrochloric acid after returning to ambient temperature... Starting materials: COC(=O)C1(NC(=O)c2ccc(OC)c(OCCc3cccc(C)c3)c2)CC2CCC1O2, CO, [Na+], [OH-], O. The product is COc1ccc(C(=O)NC2(C(=O)O)CC3CCC2O3)cc1OCCc1cccc(C)c1. RXN SMILES: [CH3:1][O:2][C:3](=[O:4])[C:5]1([NH:12][C:13]([c:14]2[cH:15][c:16]([O:22][CH2:23][CH2:24][c:25]3[cH:26][c:27]([CH3:31])[cH:28][cH:29][cH:30]3)[c:17]([O:20][CH3:21])[cH:18][cH:19]2)=[O:32])[CH:6]2[CH2:7][CH2:8][CH:9]([CH2:10]1)[O:11]2.[CH3:35][OH:36].[Na+:34].[OH-:33].[OH2:37]>>[O:2]=[C:3]([OH:4])[C:5]1([NH:12][C:13]([c:14]2[cH:15][c:16]([O:22][CH2:23][CH2:24][c:25]3[cH:26][c:27]([CH3:31])[cH:28][cH:29][cH:30]3)[c:17]([O:20][CH3:21])[cH:18][cH:19]2)=[O:32])[CH:6]2[CH2:7][CH2:8][CH:9]([CH2:10]1)[O:11]2.